This data is from the Open Reaction Database (ORD), a public repository of structured organic reaction records. The task is: describe an organic reaction: reactants, conditions, products, and yield Starting materials: CCOc1cc(Br)ccc1CCO, C1CCOC1, [H-], N#Cc1cccc(N=C=O)c1, [Na+]. The product is CCOc1cc(Br)ccc1CCOC(=O)Nc1cccc(C#N)c1. As a reaction SMILES: [Br:14][c:15]1[cH:16][c:17]([O:24][CH2:25][CH3:26])[c:18]([CH2:21][CH2:22][OH:23])[cH:19][cH:20]1.[CH2:27]1[O:28][CH2:29][CH2:30][CH2:31]1.[H-:2].[N:3](=[C:4]=[O:5])[c:6]1[cH:7][c:8]([C:9]#[N:10])[cH:11][cH:12][cH:13]1.[Na+:1]>>[NH:3]([C:4](=[O:5])[O:23][CH2:22][CH2:21][c:18]1[c:17]([O:24][CH2:25][CH3:26])[cH:16][c:15]([Br:14])[cH:20][cH:19]1)[c:6]1[cH:7][c:8]([C:9]#[N:10])[cH:11][cH:12][cH:13]1.